This data is from the Open Reaction Database (ORD), a public repository of structured organic reaction records. The task is: describe an organic reaction: reactants, conditions, products, and yield Reactants: CC(=O)[O-], CCO, [Cl-], O=C(c1ccc(Oc2ccccc2)cc1)C(F)(F)F, [Na+], O, [NH3+]O. Yields the product ON=C(c1ccc(Oc2ccccc2)cc1)C(F)(F)F. As a reaction SMILES: [CH3:24][C:25](=[O:26])[O-:27].[CH3:28][CH2:29][OH:30].[Cl-:20].[F:1][C:2]([C:3](=[O:4])[c:5]1[cH:6][cH:7][c:8]([O:11][c:12]2[cH:13][cH:14][cH:15][cH:16][cH:17]2)[cH:9][cH:10]1)([F:18])[F:19].[Na+:23].[OH2:31].[OH:21][NH3+:22]>>[F:1][C:2]([C:3]([c:5]1[cH:6][cH:7][c:8]([O:11][c:12]2[cH:13][cH:14][cH:15][cH:16][cH:17]2)[cH:9][cH:10]1)=[N:22][OH:21])([F:18])[F:19]. Yields the product C(C)(C)(C)OC(CC(O)C1C2C=CC(C1)C2)=O (3-bicyclo[2,2,1]hept-5-ene-2-yl-3-hydroxyl-propionic acid t-butyl ester). The reactants are C(C)(C)(C)OC(CBr)=O (t-butylbromoacetate), 5-norbornene-2-carboxaadehyde, O1CCCC1 (tetrahydrofuran), Zn Cu, O1CCCC1 (tetrahydrofuran). Run at temperature 70 celsius. RXN SMILES: [C:1]([O:5][C:6](=[O:9])[CH2:7]Br)([CH3:4])([CH3:3])[CH3:2].[O:10]1[CH2:14][CH2:13][CH2:12][CH2:11]1>>[C:1]([O:5][C:6](=[O:9])[CH2:7][CH:14]([CH:13]1[CH2:3][CH:1]2[CH2:4][CH:12]1[CH:11]=[CH:2]2)[OH:10])([CH3:4])([CH3:3])[CH3:2]. Reported procedure: A couple of Zn—Cu (50 g) and tetrahydrofuran (90 ml) were placed in a four-necked round flask equipped with a stirrer and reflux condenser and then, a mixing solution of t-butylbromoacetate (53 ml) and 5-norbornene-2-carboxaadehyde (36 ml) dissolved in tetrahydrofuran 180 ml was slowly added to the flask. The resulting solution was refluxed at 70° C. for 2 hours and cooled into room temperature. After separating a couple of Zn—Cu from the solution, the remaining solution was extracted, washed wi... Reactants: C(C1=CC=CC=C1)(C1=CC=CC=C1)(C1=CC=CC=C1)N1C=NC(=C1)C1=C(C=CC=C1)O (2-(1-trityl-1H-imidazol-4-yl)phenol), [H-].[Na+] (NaH), O.NN (hydrazine hydrate), CC1=CC=C(C=C1)S(=O)(=O)OCCC1=CC=C(C=C1)N1C(C2=CC=CC=C2C1=O)=O (4-(1,3-dioxoisoindolin-2-yl)phenethyl 4-methylbenzenesulfonate). Solvent: CN(C)C=O (DMF), O (water). Run at time 1 hour. Product: C(C1=CC=CC=C1)(C1=CC=CC=C1)(C1=CC=CC=C1)N1C=NC(=C1)C1=C(OCCC2=CC=C(N)C=C2)C=CC=C1 (4-(2-(2-(1-Trityl-1H-imidazol-4-yl)phenoxy)ethyl)aniline). Isolated yield 60.5%. RXN SMILES: [C:1]([N:20]1[CH:24]=[C:23]([C:25]2[CH:30]=[CH:29][CH:28]=[CH:27][C:26]=2[OH:31])[N:22]=[CH:21]1)([C:14]1[CH:19]=[CH:18][CH:17]=[CH:16][CH:15]=1)([C:8]1[CH:13]=[CH:12][CH:11]=[CH:10][CH:9]=1)[C:2]1[CH:7]=[CH:6][CH:5]=[CH:4][CH:3]=1.[H-].[Na+].CC1C=CC(S(O[CH2:45][CH2:46][C:47]2[CH:52]=[CH:51][C:50]([N:53]3C(=O)C4C(=CC=CC=4)C3=O)=[CH:49][CH:48]=2)(=O)=O)=CC=1.O.NN>CN(C=O)C.O>[C:1]([N:20]1[CH:24]=[C:23]([C:25]2[CH:30]=[CH:29][CH:28]=[CH:27][C:26]=2[O:31][CH2:45][CH2:46][C:47]2[CH:52]=[CH:51][C:50]([NH2:53])=[CH:49][CH:48]=2)[N:22]=[CH:21]1)([C:14]1[CH:19]=[CH:18][CH:17]=[CH:16][CH:15]=1)([C:2]1[CH:7]=[CH:6][CH:5]=[CH:4][CH:3]=1)[C:8]1[CH:9]=[CH:10][CH:11]=[CH:12][CH:13]=1 |f:1.2,4.5|. Procedure details: To a solution of the 2-(1-trityl-1H-imidazol-4-yl)phenol (1.1 g, 2.73 mmol) in DMF (15 mL) was added NaH (83 mg, 3.28 mmol) at 0° C. and the mixture was stirred at room temperature for 1 h. 4-(1,3-dioxoisoindolin-2-yl)phenethyl 4-methylbenzenesulfonate (1.15 g, 2.73 mmol) was added to the mixture. After stirring overnight under a nitrogen atmosphere, the reaction mixture was diluted with water (10 mL) and extracted with ethyl acetate (2×30 mL). The combined organic layers were washed with water ... Reactants: C(C1=CC=CC=C1)N1CC2C(C1)CN(C2)C=2C(=C(C=1N(N2)C(=C(N1)C1=CC=C(C=C1)F)I)C)C (6-(5-benzylhexahydropyrrolo[3,4-c]pyrrol-2-yl)-2-(4-fluorophenyl)-3-iodo-7,8-dimethylimidazo[1,2-b]pyridazine), O1CCCC1 (tetrahydrofuran), C([O-])([O-])=O.[Cs+].[Cs+] (cesium carbonate), CC1(OB(OC1(C)C)C1=CC(=NC=C1)NC(OC(C)(C)C)=O)C (tert-butyl [4-(4,4,5,5-tetramethyl-1,3,2-dioxaborolan-2-yl)pyrid-2-yl]carbamate), complex. Reagents/catalysts: C1=CC=C(C=C1)P([C-]2C=CC=C2)C3=CC=CC=C3.C1=CC=C(C=C1)P([C-]2C=CC=C2)C3=CC=CC=C3.Cl[Pd]Cl.[Fe+2] ([1,1′-bis(diphenylphosphino)ferrocene]dichloropalladium(II)). Solvent: O (water), mixture, O (water), ClCCl (dichloromethane). Product: C(C1=CC=CC=C1)N1CC2C(C1)CN(C2)C=2C(=C(C=1N(N2)C(=C(N1)C1=CC=C(C=C1)F)C1=CC(=NC=C1)NC(OC(C)(C)C)=O)C)C (tert-Butyl {4-[6-(5-benzylhexahydropyrrolo[3,4-c]pyrrol-2-yl)-2-(4-fluorophenyl)-7,8-dimethylimidazo[1,2-b]pyridazin-3-yl]pyrid-2-yl}carbamate). Isolated yield 72.4%. As a reaction SMILES: [CH2:1]([N:8]1[CH2:12][CH:11]2[CH2:13][N:14]([C:16]3[C:17]([CH3:34])=[C:18]([CH3:33])[C:19]4[N:20]([C:22](I)=[C:23]([C:25]5[CH:30]=[CH:29][C:28]([F:31])=[CH:27][CH:26]=5)[N:24]=4)[N:21]=3)[CH2:15][CH:10]2[CH2:9]1)[C:2]1[CH:7]=[CH:6][CH:5]=[CH:4][CH:3]=1.O1CCCC1.C(=O)([O-])[O-].[Cs+].[Cs+].CC1(C)C(C)(C)OB([C:54]2[CH:59]=[CH:58][N:57]=[C:56]([NH:60][C:61](=[O:67])[O:62][C:63]([CH3:66])([CH3:65])[CH3:64])[CH:55]=2)O1>C1C=CC(P(C2C=CC=CC=2)[C-]2C=CC=C2)=CC=1.C1C=CC(P(C2C=CC=CC=2)[C-]2C=CC=C2)=CC=1.Cl[Pd]Cl.[Fe+2].O.ClCCl>[CH2:1]([N:8]1[CH2:12][CH:11]2[CH2:13][N:14]([C:16]3[C:17]([CH3:34])=[C:18]([CH3:33])[C:19]4[N:20]([C:22]([C:54]5[CH:59]=[CH:58][N:57]=[C:56]([NH:60][C:61](=[O:67])[O:62][C:63]([CH3:65])([CH3:64])[CH3:66])[CH:55]=5)=[C:23]([C:25]5[CH:30]=[CH:29][C:28]([F:31])=[CH:27][CH:26]=5)[N:24]=4)[N:21]=3)[CH2:15][CH:10]2[CH2:9]1)[C:2]1[CH:7]=[CH:6][CH:5]=[CH:4][CH:3]=1 |f:2.3.4,6.7.8.9|. Procedure details: To a solution of 3.60 g (6.34 mmol) of 6-(5-benzylhexahydropyrrolo[3,4-c]pyrrol-2-yl)-2-(4-fluorophenyl)-3-iodo-7,8-dimethylimidazo[1,2-b]pyridazine in 15 mL of a mixture of tetrahydrofuran and water (9:1) are added 6.2 g (19 mmol) of cesium carbonate and 2.4 g (7.6 mmol) of tert-butyl [4-(4,4,5,5-tetramethyl-1,3,2-dioxaborolan-2-yl)pyrid-2-yl]carbamate. After sparging with a stream of argon for a few moments, 0.47 mg (0.57 mmol) of a complex of [1,1′-bis(diphenylphosphino)ferrocene]dichloropall... Solvent: CO (MeOH). Reactants: C(C)(=O)N(N1C(N(N=C(C1)C=O)C(=O)OC(C)(C)C)=O)C(=O)OC(C)(C)C (tert-butyl 4-[acetyl(tert-butoxycarbonyl)amino]-6-formyl-3-oxo-5H-1,2,4-triazine-2-carboxylate), N1=CC=CC=C1 (pyridine), Cl.CON (O-methylhydroxylamine HCl salt). Run at time 20 hour. As a reaction SMILES: C([N:4]([C:21]([O:23][C:24]([CH3:27])([CH3:26])[CH3:25])=[O:22])[N:5]1[CH2:10][C:9]([CH:11]=O)=[N:8][N:7]([C:13]([O:15][C:16]([CH3:19])([CH3:18])[CH3:17])=[O:14])[C:6]1=[O:20])(=O)C.N1C=CC=CC=1.Cl.[CH3:35][O:36][NH2:37]>CO>[C:24]([O:23][C:21]([NH:4][N:5]1[CH2:10][C:9](/[CH:11]=[N:37]/[O:36][CH3:35])=[N:8][N:7]([C:13]([O:15][C:16]([CH3:19])([CH3:18])[CH3:17])=[O:14])[C:6]1=[O:20])=[O:22])([CH3:27])([CH3:25])[CH3:26] |f:2.3|. The product is C(C)(C)(C)OC(=O)NN1C(N(N=C(C1)/C=N/OC)C(=O)OC(C)(C)C)=O (tert-butyl 4-(tert-butoxycarbonylamino)-6-[(E)-methoxyiminomethyl]-3-oxo-5H-1,2,4-triazine-2-carboxylate). Reported procedure: To a solution of tert-butyl 4-[acetyl(tert-butoxycarbonyl)amino]-6-formyl-3-oxo-5H-1,2,4-triazine-2-carboxylate (1.15 g, 3.00 mmol) in MeOH (1.8 mL) at room temperature was added pyridine (0.88 mL, 10.9 mmol) followed by O-methylhydroxylamine HCl salt (376 mg, 4.50 mmol). The obtained mixture was stirred for 20 h at room temperature and then concentrated under reduced pressure. The residual was redissolved in EtOAc, washed with water and dried (Na2SO4). After evaporation of the solvent, the crud... Reactants: COC1=C(C(=O)Cl)C=CC(=C1)OC (2,4-dimethoxybenzoyl chloride), NC(CO)(C)C (2-amino-2-methyl-1-propanol). Run in C(Cl)Cl (methylene chloride), C(Cl)Cl (methylene chloride). Run at time 8 hour. Yields the product COC1=C(C=CC(=C1)OC)C=1OCC(N1)(C)C (2-(2,4-dimethoxyphenyl)-4,4-dimethyloxazoline). The yield is 55.4%. As a reaction SMILES: [CH3:1][O:2][C:3]1[CH:11]=[C:10]([O:12][CH3:13])[CH:9]=[CH:8][C:4]=1[C:5](Cl)=[O:6].[NH2:14][C:15]([CH3:19])([CH3:18])[CH2:16]O>C(Cl)Cl>[CH3:1][O:2][C:3]1[CH:11]=[C:10]([O:12][CH3:13])[CH:9]=[CH:8][C:4]=1[C:5]1[O:6][CH2:16][C:15]([CH3:19])([CH3:18])[N:14]=1. Procedure: A solution of 27.4 g of 2,4-dimethoxybenzoyl chloride in 30 ml of methylene chloride was added dropwise to a solution of 26.2 g of 2-amino-2-methyl-1-propanol in methylene chloride at 0° C. The mixture was allowed to warm to room temperature and stirred overnight. The mixture was filtered and the filtrate washed twice with 1N hydrochloric acid, once with water, dried, and concentrated in vacuo. Excess thionyl chloride was added to the oily residue. After stirring one hour the mixture was poured ... Starting materials: BrC1=CC=C(C=C1)[C@H]1C[C@H](C1)N1[C@@H](CCC1)C (1-[3-(4-Bromo-phenyl)-cis-cyclobutyl]-(2R)-2-methyl-pyrrolidine), N (NH3). Yields the product CC1N(CCC1)[C@@H]1C[C@H](C1)C1=CC=C(C=C1)C1=CC=C(C=C1)C#N ((±)4′-[3-(2-Methyl-pyrrolidin-1-yl)-trans-cyclobutyl]-biphenyl-4-carbonitrile). As a reaction SMILES: Br[C:2]1[CH:7]=[CH:6][C:5]([C@@H:8]2[CH2:11][C@H:10]([N:12]3[CH2:16][CH2:15][CH2:14][C@H:13]3[CH3:17])[CH2:9]2)=[CH:4][CH:3]=1.[NH3:18]>>[CH3:17][CH:13]1[CH2:14][CH2:15][CH2:16][N:12]1[C@H:10]1[CH2:11][C@H:8]([C:5]2[CH:6]=[CH:7][C:2]([C:2]3[CH:7]=[CH:6][C:5]([C:8]#[N:18])=[CH:4][CH:3]=3)=[CH:3][CH:4]=2)[CH2:9]1. Reported procedure: The title compound was prepared using the procedure described in Example 2B except substituting the product from the Example 4A for the product from Example 2A. 1H NMR (300 MHz, CD3OD) δ 1.24 (d, J=6 Hz, 3 H), 1.60 (m, 1 H), 1.90 (m, 2 H), 2.12 (m, 1 H), 2.41 (m, 1 H), 2.53 (m, 1 H), 2.70 (m, 3 H), 2.92 (m, 1 H), 3.24 (m, 1 H), 3.62 (m, 2 H), 7.46 (d, J=9 Hz, 2 H), 7.67 (d, J=9 Hz, 2 H), 7.80 (s, 4H); (DCl/NH3) m/z 317 (M+H)+. Starting materials: [K] (potassium), C(COCCOCCOCCO)O (tetraethylene glycol), [OH-].[Na+] (sodium hydroxide), BrCC1=CSC=C1 (3-(Bromomethyl)thiophene). RXN SMILES: [CH2:1](O)[CH2:2][O:3][CH2:4][CH2:5][O:6][CH2:7][CH2:8][O:9][CH2:10][CH2:11][OH:12].[OH-:14].[Na+].[K].Br[CH2:18][C:19]1[CH:23]=[CH:22][S:21][CH:20]=1>O1CCCC1.C(Cl)CCC>[CH2:18]([O:12][CH2:11][CH2:10][O:9][CH2:8][CH2:7][O:6][CH2:5][CH2:4][O:3][CH:2]([OH:14])[CH3:1])[CH2:19][CH2:23][CH3:22].[S:21]1[CH:22]=[CH:23][CH:19]=[CH:20]1 |f:1.2,^1:15|. The solvent is O1CCCC1 (tetrahydrofuran), C(CCC)Cl (butyl chloride). The product is C(CCC)OCCOCCOCCOC(C)O (Butoxyethoxyethoxyethoxyethanol), S1C=CC=C1 (thiophene). Isolated yield 57.0%. Reported procedure: Butoxyethoxyethoxyethoxyethanol (25.0 g, 0.1 mol) was prepared from tetraethylene glycol, sodium hydroxide and butyl chloride (10:1:1) by a method known in the art and then reacted with potassium metal (3.9 g, 0.1 mol) at room temperature for 1.5 hours in tetrahydrofuran. 3-(Bromomethyl)thiophene (17.7 g, 0.1 mol) was added dropwise, and the mixture stirred under reflux for 24 hours. After cooling and filtration the tetrahydrofuran was removed in vacuo and the residue dissolved in methylene chlo... Reactants: FC=1C=CC(=C(C1)CN)N1N=NN=C1 (1-[5-fluoro-2-(1H-tetraazol-1-yl)phenyl]methanamine), C(=O)(OC(C)(C)C)N1[C@H](C(=O)O)CCC1 (Boc-L-proline). The product is FC=1C=CC(=C(CNC([C@H]2NCCC2)=O)C1)N1N=NN=C1 (N-[5-fluoro-2-(1H-tetraazol-1-yl)benzyl]-L-prolinamide). Reaction SMILES: [F:1][C:2]1[CH:3]=[CH:4][C:5]([N:10]2[CH:14]=[N:13][N:12]=[N:11]2)=[C:6]([CH2:8][NH2:9])[CH:7]=1.C([N:22]1[CH2:29][CH2:28][CH2:27][C@H:23]1[C:24](O)=[O:25])(OC(C)(C)C)=O>>[F:1][C:2]1[CH:3]=[CH:4][C:5]([N:10]2[CH:14]=[N:13][N:12]=[N:11]2)=[C:6]([CH:7]=1)[CH2:8][NH:9][C:24](=[O:25])[C@@H:23]1[CH2:27][CH2:28][CH2:29][NH:22]1. Reported procedure: The title compound was prepared essentially according to the procedures described in Example 26, Step B, starting from 1-[5-fluoro-2-(1H-tetraazol-1-yl)phenyl]methanamine and Boc-L-proline.